The task is: describe an organic reaction: reactants, conditions, products, and yield. This data is from the Open Reaction Database (ORD), a public repository of structured organic reaction records. The reactants are CCOC(C)=O, COC(=O)C=Cc1ccc(Cl)cc1C(F)(F)F, [H][H]. Yields the product COC(=O)CCc1ccc(Cl)cc1C(F)(F)F. Reaction SMILES: [CH3:20][CH2:21][O:22][C:23](=[O:24])[CH3:25].[Cl:1][c:2]1[cH:3][c:4]([C:14]([F:15])([F:16])[F:17])[c:5]([CH:8]=[CH:9][C:10](=[O:11])[O:12][CH3:13])[cH:6][cH:7]1.[H:18][H:19]>>[Cl:1][c:2]1[cH:3][c:4]([C:14]([F:15])([F:16])[F:17])[c:5]([CH2:8][CH2:9][C:10](=[O:11])[O:12][CH3:13])[cH:6][cH:7]1. Reactants: O=C1CCC(=O)N1Br, COC(=O)c1c[nH]cc1C(C)C, c1ccncc1. Product: COC(=O)c1c[nH]c(Br)c1C(C)C. As a reaction SMILES: [Br:13][N:14]1[C:15](=[O:16])[CH2:17][CH2:18][C:19]1=[O:20].[CH:1]([CH3:2])([CH3:3])[c:4]1[c:5]([C:9](=[O:10])[O:11][CH3:12])[cH:6][nH:7][cH:8]1.[cH:21]1[cH:22][cH:23][n:24][cH:25][cH:26]1>>[CH:1]([CH3:2])([CH3:3])[c:4]1[c:5]([C:9](=[O:10])[O:11][CH3:12])[cH:6][nH:7][c:8]1[Br:13].